Task: describe an organic reaction: reactants, conditions, products, and yield. Dataset: the Open Reaction Database (ORD), a public repository of structured organic reaction records Reactants: C1(CCCCC1)N=C=NC1CCCCC1 (N,N'-dicyclohexylcarbodiimide), N1(CCCC1)C1=CC=NC=C1 (4-pyrrolidinopyridine), O(C1=CC=CC=C1)C1=CC=C(OCCO)C=C1 (2-(4-phenoxyphenoxy)-ethanol), FC1(C(C1)CC(=O)O)F (2-(2,2-difluorocyclopropyl)-acetic acid), ice. Run in C(Cl)Cl (methylene chloride). Conditions: temperature 0 celsius. Yields the product C1(CCCCC1)NC(=O)NC1CCCCC1 (N,N'-dicyclohexylurea). Reaction SMILES: N1(C2C=CN=CC=2)CCCC1.[O:12](C1C=CC(OCCO)=CC=1)C1C=CC=CC=1.FC1(F)CC1CC(O)=O.[CH:38]1([N:44]=[C:45]=[N:46][CH:47]2[CH2:52][CH2:51][CH2:50][CH2:49][CH2:48]2)[CH2:43][CH2:42][CH2:41][CH2:40][CH2:39]1>C(Cl)Cl>[CH:47]1([NH:46][C:45]([NH:44][CH:38]2[CH2:39][CH2:40][CH2:41][CH2:42][CH2:43]2)=[O:12])[CH2:52][CH2:51][CH2:50][CH2:49][CH2:48]1. Procedure: 0.1 g of 4-pyrrolidinopyridine and 2.53 g of 2-(4-phenoxyphenoxy)-ethanol are added to a solution of 1.5 g of 2-(2,2-difluorocyclopropyl)-acetic acid in 20 ml of methylene chloride, and the mixture is cooled to 0° C. At a temperature of from 0° C. to +5° C., a total of 2.5 g of N,N'-dicyclohexylcarbodiimide is added in portions, the ice-cooling is removed and the reaction mixture is allowed to warm to room temperature over a period of 5 hours with stirring. The N,N'-dicyclohexylurea obtained as ... Starting materials: C(C)OC(COC1=CC2=C(SC(=C2)C2=CC=CC=C2)C(=C1Cl)Cl)=O (ethyl[(6,7-dichloro-2-phenylbenzo[b]thien-5-yl)oxy]acetate), [OH-].[Na+] (sodium hydroxide). Run in C(C)O (ethanol). The product is ClC=1C(=CC2=C(SC(=C2)C2=CC=CC=C2)C1Cl)OCC(=O)O ([(6,7-dichloro-2-phenylbenzo[b]thien-5-yl)oxy]acetic acid). Isolated yield 94.2%. Reaction SMILES: C([O:3][C:4](=[O:24])[CH2:5][O:6][C:7]1[C:21]([Cl:22])=[C:20]([Cl:23])[C:10]2[S:11][C:12]([C:14]3[CH:19]=[CH:18][CH:17]=[CH:16][CH:15]=3)=[CH:13][C:9]=2[CH:8]=1)C.[OH-].[Na+]>C(O)C>[Cl:22][C:21]1[C:7]([O:6][CH2:5][C:4]([OH:24])=[O:3])=[CH:8][C:9]2[CH:13]=[C:12]([C:14]3[CH:15]=[CH:16][CH:17]=[CH:18][CH:19]=3)[S:11][C:10]=2[C:20]=1[Cl:23] |f:1.2|. Reported procedure: A mixture of 4.47 g of ethyl[(6,7-dichloro-2-phenylbenzo[b]thien-5-yl)oxy]acetate and 150 ml of 95% ethanol was treated with 150 ml of 20% sodium hydroxide solution. The mixture is refluxed for 3 hours and concentrated in vacuo to remove ethanol. Acidification at 0°-10°, followed by ether extraction, yields 3.9 g of [(6,7-dichloro-2-phenylbenzo[b]thien-5-yl)oxy]acetic acid as white needles, mp 209°-211°. Reactants: S1C(=CC=C1)C1=C2C(=NC=C1)N(C=N2)[C@H]2C[C@H](O)[C@H](O2)COC(C2=CC=C(C=C2)OC)(C2=CC=C(C=C2)OC)C2=CC=CC=C2 (7-(2-Thienyl)-3-[2-deoxy-5-O-(4,4′-dimethoxytrityl)-β-D-ribofuranosyl]-3H-imidazo[4,5-b]pyridine), N1=CC=CC=C1 (pyridine), C(C)(C)N(P(OCCC#N)N(C(C)C)C(C)C)C(C)C (2-cyanoethyl tetraisopropylphosphorodiamidite), N1N=NN=C1 (tetrazole). Solvent: O (water), C(C)#N (acetonitrile), C(C)#N (acetonitrile), CO (methanol), C(C)#N (acetonitrile). Reaction conditions: time 1 hour. The product is C(#N)CCOP(O)N(C(C)C)C(C)C.S1C(=CC=C1)C1=C2C(=NC=C1)N(C=N2)[C@H]2C[C@H](O)[C@H](O2)COC(C2=CC=C(C=C2)OC)(C2=CC=C(C=C2)OC)C2=CC=CC=C2 (7-(2-Thienyl)-3-[2-deoxy-5-O-(4,4′-dimethoxytrityl)-β-D-ribofuranosyl]-3H-imidazo[4,5-b]pyridine 2-cyanoethyl-N,N-diisopropylphosphoramidite). Yield: 169.5%. RXN SMILES: [S:1]1[CH:5]=[CH:4][CH:3]=[C:2]1[C:6]1[CH:11]=[CH:10][N:9]=[C:8]2[N:12]([C@@H:15]3[O:20][C@H:19]([CH2:21][O:22][C:23]([C:40]4[CH:45]=[CH:44][CH:43]=[CH:42][CH:41]=4)([C:32]4[CH:37]=[CH:36][C:35]([O:38][CH3:39])=[CH:34][CH:33]=4)[C:24]4[CH:29]=[CH:28][C:27]([O:30][CH3:31])=[CH:26][CH:25]=4)[C@@H:17]([OH:18])[CH2:16]3)[CH:13]=[N:14][C:7]=12.N1C=CC=CC=1.[CH:52]([N:55]([CH:69]([CH3:71])[CH3:70])[P:56](N(C(C)C)C(C)C)[O:57]CCC#N)([CH3:54])[CH3:53].N1C=NN=N1>C(#N)C.O.CO>[C:15]([CH2:16][CH2:17][O:18][P:56]([N:55]([CH:69]([CH3:71])[CH3:70])[CH:52]([CH3:54])[CH3:53])[OH:57])#[N:12].[S:1]1[CH:5]=[CH:4][CH:3]=[C:2]1[C:6]1[CH:11]=[CH:10][N:9]=[C:8]2[N:12]([C@@H:15]3[O:20][C@H:19]([CH2:21][O:22][C:23]([C:40]4[CH:41]=[CH:42][CH:43]=[CH:44][CH:45]=4)([C:24]4[CH:29]=[CH:28][C:27]([O:30][CH3:31])=[CH:26][CH:25]=4)[C:32]4[CH:37]=[CH:36][C:35]([O:38][CH3:39])=[CH:34][CH:33]=4)[C@@H:17]([OH:18])[CH2:16]3)[CH:13]=[N:14][C:7]=12 |f:7.8|. Procedure: Compound 7 (425 mg, 0.69 mmol) was azeotroped three times with anhydrous pyridine and then three times with anhydrous acetonitrile. This was dissolved in anhydrous acetonitrile (4.6 ml), followed by addition of 2-cyanoethyl tetraisopropylphosphorodiamidite (262 μl, 0.82 mmol)) and a 0.45 M acetonitrile solution of tetrazole (1.68 ml). This mixture was stirred for 1 hour at room temperature. After addition of anhydrous methanol (90 μl), the mixture was poured into water (50 ml) and extracted with... Starting materials: ClCCC1N(C2=C(C(N(C1)CC)=O)C=CC=C2)C (2-(2-chloroethyl)-4-ethyl-1-methyl-1,2,3,4-tetrahydro-5H-1,4-benzodiazepin-5-one), N1CCOCC1 (morpholine). Product: C(C)N1CC(N(C2=C(C1=O)C=CC=C2)C)CCN2CCOCC2 (4-Ethyl-1-methyl-2-(2-morpholinoethyl)-1,2,3,4-tetrahydro-5H-1,4-benzodiazepin-5-one). Yield: 61.0%. RXN SMILES: Cl[CH2:2][CH2:3][CH:4]1[CH2:10][N:9]([CH2:11][CH3:12])[C:8](=[O:13])[C:7]2[CH:14]=[CH:15][CH:16]=[CH:17][C:6]=2[N:5]1[CH3:18].[NH:19]1[CH2:24][CH2:23][O:22][CH2:21][CH2:20]1>>[CH2:11]([N:9]1[C:8](=[O:13])[C:7]2[CH:14]=[CH:15][CH:16]=[CH:17][C:6]=2[N:5]([CH3:18])[CH:4]([CH2:3][CH2:2][N:19]2[CH2:24][CH2:23][O:22][CH2:21][CH2:20]2)[CH2:10]1)[CH3:12]. Reported procedure: A solution of 30 g (0.112 mole) of 2-(2-chloroethyl)-4-ethyl-1-methyl-1,2,3,4-tetrahydro-5H-1,4-benzodiazepin-5-one in 70 ml of morpholine was refluxed for 3 hrs, concentrated on the rotary evaporator and the residue partitioned between chloroform and dilute sodium hydroxide. The chloroform was dried over anhydrous sodium sulfate and concentrated on the rotary evaporator. The residue was crystallized twice from isopropyl ether containing a small amount of ethanol, m.p. 128°-148° C. Recrystalliza...